This data is from the Open Reaction Database (ORD), a public repository of structured organic reaction records. The task is: describe an organic reaction: reactants, conditions, products, and yield The reactants are CCOC(C)=O, CCO, [Cl-], [Fe], Cc1[nH]c2ncnc(Oc3cccc([N+](=O)[O-])c3)c2c1C, [NH4+], C1CCOC1, O. The product is Cc1[nH]c2ncnc(Oc3cccc(N)c3)c2c1C. Reaction SMILES: [CH3:29][CH2:30][O:31][C:32](=[O:33])[CH3:34].[CH3:3][CH2:4][OH:5].[Cl-:1].[Fe:28].[N+:7]([O-:8])(=[O:9])[c:10]1[cH:11][c:12]([O:13][c:14]2[c:15]3[c:16]([n:17][cH:18][n:19]2)[nH:20][c:21]([CH3:24])[c:22]3[CH3:23])[cH:25][cH:26][cH:27]1.[NH4+:2].[O:35]1[CH2:36][CH2:37][CH2:38][CH2:39]1.[OH2:6]>>[NH2:7][c:10]1[cH:11][c:12]([O:13][c:14]2[c:15]3[c:16]([n:17][cH:18][n:19]2)[nH:20][c:21]([CH3:24])[c:22]3[CH3:23])[cH:25][cH:26][cH:27]1.